Dataset: the Open Reaction Database (ORD), a public repository of structured organic reaction records. Task: describe an organic reaction: reactants, conditions, products, and yield Starting materials: BrC1CCC1 (bromocyclobutane), [N+](=O)([O-])C1=C(C=CC=C1)O (o-nitrophenol). Reported procedure: In a similar manner as in Example 1, bromocyclobutane was reacted with o-nitrophenol to yield 2-cyclobutoxynitrobenzene; which was reduced to the corresponding aniline; reacted with N-methylolpyrrolidone to form the corresponding N-methylenepyrrolidonyl derivative; which was acylated with chloroacetyl chloride to form the desired product. Yields the product C1(CCC1)OC1=C(C=CC=C1)[N+](=O)[O-] (2-cyclobutoxynitrobenzene). As a reaction SMILES: Br[CH:2]1[CH2:5][CH2:4][CH2:3]1.[N+:6]([C:9]1[CH:14]=[CH:13][CH:12]=[CH:11][C:10]=1[OH:15])([O-:8])=[O:7]>>[CH:2]1([O:15][C:10]2[CH:11]=[CH:12][CH:13]=[CH:14][C:9]=2[N+:6]([O-:8])=[O:7])[CH2:5][CH2:4][CH2:3]1. Starting materials: CC(C)(C)OC(=O)N1CC2CNCC2C1, O=S(=O)(c1cccc(C(F)(F)F)c1)c1cnc2c(I)cccc2c1. The product is CC(C)(C)OC(=O)N1CC2CN(c3cccc4cc(S(=O)(=O)c5cccc(C(F)(F)F)c5)cnc34)CC2C1. As a reaction SMILES: [CH2:1]1[N:2]([C:9](=[O:10])[O:11][C:12]([CH3:13])([CH3:14])[CH3:15])[CH2:3][CH:4]2[CH:5]1[CH2:6][NH:7][CH2:8]2.[I:16][c:17]1[cH:18][cH:19][cH:20][c:21]2[cH:22][c:23]([S:27](=[O:28])(=[O:29])[c:30]3[cH:31][c:32]([C:36]([F:37])([F:38])[F:39])[cH:33][cH:34][cH:35]3)[cH:24][n:25][c:26]12>>[CH2:1]1[N:2]([C:9](=[O:10])[O:11][C:12]([CH3:13])([CH3:14])[CH3:15])[CH2:3][CH:4]2[CH:5]1[CH2:6][N:7]([c:17]1[cH:18][cH:19][cH:20][c:21]3[cH:22][c:23]([S:27](=[O:28])(=[O:29])[c:30]4[cH:31][c:32]([C:36]([F:37])([F:38])[F:39])[cH:33][cH:34][cH:35]4)[cH:24][n:25][c:26]13)[CH2:8]2.